This data is from the Open Reaction Database (ORD), a public repository of structured organic reaction records. The task is: describe an organic reaction: reactants, conditions, products, and yield Reactants: O1CCCC1 (tetrahydrofuran), CC=1C=CC(=CC1)C(C)C (p-cymene), mixture, FC(C(CC(=O)OC)=O)(F)F (methyl 4,4,4-trifluoro-3-oxobutanoate). The solvent is C(C)N(CC)CC.C(=O)O (formic acid-triethylamine). Conditions: temperature 35 celsius, time 15 hour. The product is FC(C(CC(=O)OC)O)(F)F (methyl 4,4,4-trifluoro-3-hydroxybutanoate). Reaction SMILES: O1CCCC1.CC1C=CC(C(C)C)=CC=1.[F:16][C:17]([F:26])([F:25])[C:18](=[O:24])[CH2:19][C:20]([O:22][CH3:23])=[O:21]>C(N(CC)CC)C.C(O)=O>[F:16][C:17]([F:25])([F:26])[CH:18]([OH:24])[CH2:19][C:20]([O:22][CH3:23])=[O:21] |f:3.4|. Reported procedure: Into 6 mL of tetrahydrofuran were dissolved 7.5 mg of RuCl[(1R,2R)-p-TsNHCH(C6H5)CH(C6H5)NH2] (p-cymene), 5 mL of a mixture of formic acid-triethylamine (5:2 in molar ratio), 1.0 g of methyl 4,4,4-trifluoro-3-oxobutanoate, and the whole was stirred at 35° C. for 15 hours, followed by concentration under reduced pressure using an evaporator. To the resulting concentrate were added 10 mL of water and 10 mL of ethyl acetate, and then a saturated sodium carbonate aqueous solution was added thereto u... Reactants: O=C(OCc1ccccc1)c1cnc2[nH]ccc2c1, CO, [H][H], [OH-], [OH-], [Pd+2]. Yields the product O=C(O)c1cnc2[nH]ccc2c1. As a reaction SMILES: [CH2:1]([c:2]1[cH:3][cH:4][cH:5][cH:6][cH:7]1)[O:8][C:9](=[O:10])[c:11]1[cH:12][c:13]2[c:14]([n:15][cH:16]1)[nH:17][cH:18][cH:19]2.[CH3:20][OH:21].[H:22][H:23].[OH-:24].[OH-:26].[Pd+2:25]>>[O:8]=[C:9]([OH:10])[c:11]1[cH:12][c:13]2[c:14]([n:15][cH:16]1)[nH:17][cH:18][cH:19]2. The reactants are CCOC(=O)c1c(C)nc2c(OCc3c(C)cccc3C)cc(C)cn12, COCCO[AlH2-]OCCOC, Cc1ccccc1, [Na+]. The product is Cc1cc(OCc2c(C)cccc2C)c2nc(C)c(CO)n2c1. Reaction SMILES: [C:13](=[O:14])([O:15][CH2:16][CH3:17])[c:18]1[c:19]([CH3:38])[n:20][c:21]2[n:22]1[cH:23][c:24]([CH3:37])[cH:25][c:26]2[O:27][CH2:28][c:29]1[c:30]([CH3:36])[cH:31][cH:32][cH:33][c:34]1[CH3:35].[CH3:2][O:3][CH2:4][CH2:5][O:6][AlH2-:7][O:8][CH2:9][CH2:10][O:11][CH3:12].[CH3:39][c:40]1[cH:41][cH:42][cH:43][cH:44][cH:45]1.[Na+:1]>>[CH2:13]([OH:14])[c:18]1[c:19]([CH3:38])[n:20][c:21]2[n:22]1[cH:23][c:24]([CH3:37])[cH:25][c:26]2[O:27][CH2:28][c:29]1[c:30]([CH3:36])[cH:31][cH:32][cH:33][c:34]1[CH3:35]. Starting materials: BrCc1ccc2ccccc2n1, COC(=O)C(C)(C)Cc1c(C(=O)c2ccc(Cl)cc2)c2ccc(O)cc2n1C, [K+], [K+], O=C([O-])[O-], CN(C)C=O. Product: COC(=O)C(C)(C)Cc1c(C(=O)c2ccc(Cl)cc2)c2ccc(OCc3ccc4ccccc4n3)cc2n1C. As a reaction SMILES: [Br:35][CH2:36][c:37]1[n:38][c:39]2[cH:40][cH:41][cH:42][cH:43][c:44]2[cH:45][cH:46]1.[CH3:1][n:2]1[c:3]([CH2:21][C:22]([C:23](=[O:24])[O:25][CH3:26])([CH3:27])[CH3:28])[c:4]([C:12]([c:13]2[cH:14][cH:15][c:16]([Cl:19])[cH:17][cH:18]2)=[O:20])[c:5]2[cH:6][cH:7][c:8]([OH:11])[cH:9][c:10]12.[K+:29].[K+:30].[O-:31][C:32]([O-:33])=[O:34].[O:47]=[CH:48][N:49]([CH3:50])[CH3:51]>>[CH3:1][n:2]1[c:3]([CH2:21][C:22]([C:23](=[O:24])[O:25][CH3:26])([CH3:27])[CH3:28])[c:4]([C:12]([c:13]2[cH:14][cH:15][c:16]([Cl:19])[cH:17][cH:18]2)=[O:20])[c:5]2[cH:6][cH:7][c:8]([O:11][CH2:36][c:37]3[n:38][c:39]4[cH:40][cH:41][cH:42][cH:43][c:44]4[cH:45][cH:46]3)[cH:9][c:10]12. The reactants are CC#N, CC(C)[Si](OC(=CCl)c1ccccn1)(C(C)C)C(C)C, ClCCl, F, [Na+], O=C([O-])O. Product: O=C(CCl)c1ccccn1. RXN SMILES: [CH3:30][C:31]#[N:32].[Cl:1][CH:2]=[C:3]([O:4][Si:5]([CH:6]([CH3:7])[CH3:8])([CH:9]([CH3:10])[CH3:11])[CH:12]([CH3:13])[CH3:14])[c:15]1[n:16][cH:17][cH:18][cH:19][cH:20]1.[Cl:27][CH2:28][Cl:29].[FH:21].[Na+:26].[O-:22][C:23]([OH:24])=[O:25]>>[Cl:1][CH2:2][C:3](=[O:4])[c:15]1[n:16][cH:17][cH:18][cH:19][cH:20]1. Starting materials: NC=1SC2=NC(=CC=C2N1)OC=1C(=CC(=C(C1)NC(C1=CC(=CC=C1)C(C)(C)C#N)=O)F)Cl (N-{5-[(2-amino[1,3]thiazolo[5,4-b]pyridin-5-yl)oxy]-4-chloro-2-fluorophenyl}-3-(1-cyano-1-methylethyl)benzamide), C1(CC1)C(=O)Cl (cyclopropanecarbonyl chloride), C1(CC1)C(=O)Cl (Cyclopropanecarbonyl chloride). Solvent: N1=CC=CC=C1 (pyridine), C(C)(=O)OCC (ethyl acetate). Conditions: time 6 hour. Yields the product ClC1=CC(=C(C=C1OC1=CC=C2C(=N1)SC(=N2)NC(=O)C2CC2)NC(C2=CC(=CC=C2)C(C)(C)C#N)=O)F (N-[4-chloro-5-({2-[(cyclopropylcarbonyl)amino][1,3]thiazolo[5,4-b]pyridin-5-yl}oxy)-2-fluorophenyl]-3-(1-cyano-1-methylethyl)benzamide). The yield is 41.6%. RXN SMILES: [NH2:1][C:2]1[S:3][C:4]2[C:9]([N:10]=1)=[CH:8][CH:7]=[C:6]([O:11][C:12]1[C:13]([Cl:33])=[CH:14][C:15]([F:32])=[C:16]([NH:18][C:19](=[O:31])[C:20]3[CH:25]=[CH:24][CH:23]=[C:22]([C:26]([C:29]#[N:30])([CH3:28])[CH3:27])[CH:21]=3)[CH:17]=1)[N:5]=2.[CH:34]1([C:37](Cl)=[O:38])[CH2:36][CH2:35]1>N1C=CC=CC=1.C(OCC)(=O)C>[Cl:33][C:13]1[C:12]([O:11][C:6]2[N:5]=[C:4]3[S:3][C:2]([NH:1][C:37]([CH:34]4[CH2:36][CH2:35]4)=[O:38])=[N:10][C:9]3=[CH:8][CH:7]=2)=[CH:17][C:16]([NH:18][C:19](=[O:31])[C:20]2[CH:25]=[CH:24][CH:23]=[C:22]([C:26]([C:29]#[N:30])([CH3:28])[CH3:27])[CH:21]=2)=[C:15]([F:32])[CH:14]=1. Procedure: To a solution of N-{5-[(2-amino[1,3]thiazolo[5,4-b]pyridin-5-yl)oxy]-4-chloro-2-fluorophenyl}-3-(1-cyano-1-methylethyl)benzamide (400 mg, 0.83 mmol) produced in Example C52(v) in pyridine (4.0 mL) was added cyclopropanecarbonyl chloride (112 μL, 1.24 mmol), and the mixture was stirred at room temperature for 6 hr. Cyclopropanecarbonyl chloride (112 μL, 1.24 mmol) was further added, and the mixture was stirred at room temperature for 2 hr. The reaction mixture was diluted with ethyl acetate (100 ... The reactants are CN1CCOCC1 (4-methylmorpholine), C(C1=CC=CC=C1)(=O)Cl (benzoyl chloride), ClC=1C=C(C=CC1Cl)C1(CNCC1)CCO (3-(3,4-Dichloro-phenyl)-3-(2-hydroxy-ethyl)-pyrrolidine). Run in ClCCl (dichloromethane). Run at temperature 0 celsius, time 2 hour. Yields the product ClC=1C=C(C=CC1Cl)C1(CN(CC1)C(C1=CC=CC=C1)=O)CCO (3-(3,4-dichloro-phenyl)-1-(benzoyl)-3-(2-hydroxy-ethyl)-pyrrolidine). Isolated yield 70.8%. Reaction SMILES: [Cl:1][C:2]1[CH:3]=[C:4]([C:9]2([CH2:14][CH2:15][OH:16])[CH2:13][CH2:12][NH:11][CH2:10]2)[CH:5]=[CH:6][C:7]=1[Cl:8].CN1CCOCC1.[C:24](Cl)(=[O:31])[C:25]1[CH:30]=[CH:29][CH:28]=[CH:27][CH:26]=1>ClCCl>[Cl:1][C:2]1[CH:3]=[C:4]([C:9]2([CH2:14][CH2:15][OH:16])[CH2:13][CH2:12][N:11]([C:24](=[O:31])[C:25]3[CH:30]=[CH:29][CH:28]=[CH:27][CH:26]=3)[CH2:10]2)[CH:5]=[CH:6][C:7]=1[Cl:8]. Reported procedure: 3-(3,4-Dichloro-phenyl)-3-(2-hydroxy-ethyl)-pyrrolidine (6.37 g, 24.5 mmol) was dissolved in dichloromethane (100 mL) at -78° C. and treated with 4-methylmorpholine (5.5 mL, 50 mmol, 2.0 eq.) and benzoyl chloride (3.0 mL, 25.8 mmol, 1.05 eq. ). The solution was allowed to warm to 0° C. and stir for 2 hours. The reaction mixture was washed with 1N HCl and 5% NaHCO3, and the organic phase was dried over magnesium sulfate, filtered, and concentrated in vacuo. The residue was chromatographed on sili...